Dataset: the Open Reaction Database (ORD), a public repository of structured organic reaction records. Task: describe an organic reaction: reactants, conditions, products, and yield Yield: 96.9%. Run in O1CCCC1 (tetrahydrofuran), O1CCCC1 (tetrahydrofuran). The reactants are C(C)(C)(C)OC(=O)N1CC(=CCC1)C(=O)O (1-tert-butoxycarbonyl-1,2,5,6-tetrahydropyridine-3-carboxylic acid), C(CCC)[Li] (butyllithium), CCCCCC (hexane), C(C)(C)NC(C)C (diisopropylamine), Cl (HCl). Reported procedure: A solution of 1-tert-butoxycarbonyl-1,2,5,6-tetrahydropyridine-3-carboxylic acid (6.5 g, 28.6 mmol) in dry tetrahydrofuran (150 ml) was added dropwise to a mixture of 2.5 M butyllithium in hexane (25 ml, 62.5 mmol) and diisopropylamine (6.37 g, 63.1 mmol) in dry tetrahydrofuran (150 ml) at <-65° C. Stirring was continued for 20 min. -10°C. The mixture was poured into 1 M aqueous HCl (100 ml) while cooling with ice. The resulting mixture was extracted several times with ethyl acetate (a total of ... Reaction SMILES: [C:1]([O:5][C:6]([N:8]1[CH2:13][CH2:12][CH:11]=[C:10]([C:14]([OH:16])=[O:15])[CH2:9]1)=[O:7])([CH3:4])([CH3:3])[CH3:2].C([Li])CCC.CCCCCC.C(NC(C)C)(C)C.Cl>O1CCCC1>[C:1]([O:5][C:6]([N:8]1[CH2:13][CH:12]=[CH:11][CH:10]([C:14]([OH:16])=[O:15])[CH2:9]1)=[O:7])([CH3:4])([CH3:2])[CH3:3]. The product is C(C)(C)(C)OC(=O)N1CC(C=CC1)C(=O)O (1-tert-butoxycarbonyl-1,2,3,6-tetrahydropyridine-3-carboxylic acid). Reactants: CCO, Cc1ccc2nc(-c3ccc(Cl)cc3)cc(Cl)c2c1, NC(=O)C1CCNCC1, O, Oc1ccccc1. Yields the product Cc1ccc2nc(-c3ccc(Cl)cc3)cc(N3CCC(C(N)=O)CC3)c2c1. As a reaction SMILES: [CH3:36][CH2:37][OH:38].[Cl:1][c:2]1[cH:3][c:4](-[c:13]2[cH:14][cH:15][c:16]([Cl:19])[cH:17][cH:18]2)[n:5][c:6]2[cH:7][cH:8][c:9]([CH3:12])[cH:10][c:11]12.[NH:20]1[CH2:21][CH2:22][CH:23]([C:24](=[O:25])[NH2:26])[CH2:27][CH2:28]1.[OH2:39].[OH:29][c:30]1[cH:31][cH:32][cH:33][cH:34][cH:35]1>>[c:2]1([N:20]2[CH2:21][CH2:22][CH:23]([C:24](=[O:25])[NH2:26])[CH2:27][CH2:28]2)[cH:3][c:4](-[c:13]2[cH:14][cH:15][c:16]([Cl:19])[cH:17][cH:18]2)[n:5][c:6]2[cH:7][cH:8][c:9]([CH3:12])[cH:10][c:11]12. Reactants: Cc1ccccc1, Cc1nc(Cc2ccccc2N=C=S)n[nH]1. Product: Cc1nc2n(n1)C(=S)Nc1ccccc1C2. Reaction SMILES: [CH3:17][c:18]1[cH:19][cH:20][cH:21][cH:22][cH:23]1.[CH3:1][c:2]1[n:3][c:4]([CH2:7][c:8]2[c:9]([N:14]=[C:15]=[S:16])[cH:10][cH:11][cH:12][cH:13]2)[n:5][nH:6]1>>[CH3:1][c:2]1[n:3][c:4]2[n:5]([n:6]1)[C:15](=[S:16])[NH:14][c:9]1[c:8]([cH:13][cH:12][cH:11][cH:10]1)[CH2:7]2. Procedure details: To a degassed solution of 2-(4-(difluoromethyl)phenyl)-N-methyl-6-(N-methylmethylsulfonamido)-5-(4,4,5,5-tetramethyl-1,3,2-dioxaborolan-2-yl)benzofuran-3-carboxamide (100 mg, 0.18 mmol), 2-chloro-11-fluoro-6H-pyrido[2′,3′:5,6][1,3]oxazino[3,4-a]indole (50 mg, 0.20 mmol), Na2CO3 (39 mg, 0.37 mmol), in 1,4-dioxane (3 mL) and H2O (0.1 mL) were added Pd2(dba)3 (5 mg) and X-Phos (5 mg) under N2. Then the mixture was stirred at 100° C. for 2 hours. The reaction mixture was cooled to RT and filtered. T... The solvent is O1CCOCC1 (1,4-dioxane), O (H2O). Reactants: FC(C1=CC=C(C=C1)C=1OC2=C(C1C(=O)NC)C=C(C(=C2)N(S(=O)(=O)C)C)B2OC(C(O2)(C)C)(C)C)F (2-(4-(difluoromethyl)phenyl)-N-methyl-6-(N-methylmethylsulfonamido)-5-(4,4,5,5-tetramethyl-1,3,2-dioxaborolan-2-yl)benzofuran-3-carboxamide), ClC=1C=CC2=C(C=3N(C=4C=CC=C(C4C3)F)CO2)N1 (2-chloro-11-fluoro-6H-pyrido[2′,3′:5,6][1,3]oxazino[3,4-a]indole), C(=O)([O-])[O-].[Na+].[Na+] (Na2CO3), CC(C)C1=CC(=C(C(=C1)C(C)C)C2=C(C=CC=C2)P(C3CCCCC3)C4CCCCC4)C(C)C (X-Phos). RXN SMILES: [F:1][CH:2]([F:37])[C:3]1[CH:8]=[CH:7][C:6]([C:9]2[O:10][C:11]3[CH:21]=[C:20]([N:22]([CH3:27])[S:23]([CH3:26])(=[O:25])=[O:24])[C:19](B4OC(C)(C)C(C)(C)O4)=[CH:18][C:12]=3[C:13]=2[C:14]([NH:16][CH3:17])=[O:15])=[CH:5][CH:4]=1.Cl[C:39]1[CH:40]=[CH:41][C:42]2[O:55][CH2:54][N:45]3[C:46]4[CH:47]=[CH:48][CH:49]=[C:50]([F:53])[C:51]=4[CH:52]=[C:44]3[C:43]=2[N:56]=1.C([O-])([O-])=O.[Na+].[Na+].CC(C1C=C(C(C)C)C(C2C=CC=CC=2P(C2CCCCC2)C2CCCCC2)=C(C(C)C)C=1)C>O1CCOCC1.C1C=CC(/C=C/C(/C=C/C2C=CC=CC=2)=O)=CC=1.C1C=CC(/C=C/C(/C=C/C2C=CC=CC=2)=O)=CC=1.C1C=CC(/C=C/C(/C=C/C2C=CC=CC=2)=O)=CC=1.[Pd].[Pd].O>[F:1][CH:2]([F:37])[C:3]1[CH:8]=[CH:7][C:6]([C:9]2[O:10][C:11]3[CH:21]=[C:20]([N:22]([CH3:27])[S:23]([CH3:26])(=[O:25])=[O:24])[C:19]([C:39]4[CH:40]=[CH:41][C:42]5[O:55][CH2:54][N:45]6[C:46]7[CH:47]=[CH:48][CH:49]=[C:50]([F:53])[C:51]=7[CH:52]=[C:44]6[C:43]=5[N:56]=4)=[CH:18][C:12]=3[C:13]=2[C:14]([NH:16][CH3:17])=[O:15])=[CH:5][CH:4]=1 |f:2.3.4,7.8.9.10.11|. The product is FC(C1=CC=C(C=C1)C=1OC2=C(C1C(=O)NC)C=C(C(=C2)N(S(=O)(=O)C)C)C=2C=CC1=C(C=3N(C=4C=CC=C(C4C3)F)CO1)N2)F (2-(4-(difluoromethyl)phenyl)-5-(11-fluoro-6H-pyrido[2′,3′:5,6][1,3]oxazino[3,4-a]indol-2-yl)-N-methyl-6-(N-methylmethylsulfonamido)benzofuran-3-carboxamide). The yield is 43.0%. Reagents/catalysts: C=1C=CC(=CC1)/C=C/C(=O)/C=C/C2=CC=CC=C2.C=1C=CC(=CC1)/C=C/C(=O)/C=C/C2=CC=CC=C2.C=1C=CC(=CC1)/C=C/C(=O)/C=C/C2=CC=CC=C2.[Pd].[Pd] (Pd2(dba)3). Reaction conditions: temperature 100 celsius, time 2 hour. Starting materials: BrC=1C=C2C(=CC1)OC=1C(=NC(=CC1[C@@]21N=C(OCC1)N)Cl)F ((S)-7-bromo-3-chloro-1-fluoro-5′,6′-dihydrospiro[chromeno[2,3-c]pyridine-5,4′-[1,3]oxazin]-2′-amine), FC1=NC=CC=C1B(O)O (2-fluoropyridin-3-ylboronic acid), O1CC(=CCC1)B1OC(C(O1)(C)C)(C)C (2-(5,6-dihydro-2H-pyran-3-yl)-4,4,5,5-tetramethyl-1,3,2-dioxaborolane). The product is O1CC(=CCC1)C1=CC2=C(C(=N1)F)OC1=CC=C(C=C1[C@]21N=C(OCC1)N)C=1C(=NC=CC1)F ((S)-3-(5,6-dihydro-2H-pyran-3-yl)-1-fluoro-7-(2-fluoropyridin-3-yl)-5′,6′-dihydrospiro[chromeno[2,3-c]pyridine-5,4′-[1,3]oxazin]-2′-amine). RXN SMILES: Br[C:2]1[CH:3]=[C:4]2[C@@:15]3([CH2:20][CH2:19][O:18][C:17]([NH2:21])=[N:16]3)[C:14]3[CH:13]=[C:12](Cl)[N:11]=[C:10]([F:23])[C:9]=3[O:8][C:5]2=[CH:6][CH:7]=1.[F:24][C:25]1[C:30](B(O)O)=[CH:29][CH:28]=[CH:27][N:26]=1.[O:34]1[CH2:39][CH2:38][CH:37]=[C:36](B2OC(C)(C)C(C)(C)O2)[CH2:35]1>>[O:34]1[CH2:39][CH2:38][CH:37]=[C:36]([C:12]2[N:11]=[C:10]([F:23])[C:9]3[O:8][C:5]4[C:4]([C@@:15]5([CH2:20][CH2:19][O:18][C:17]([NH2:21])=[N:16]5)[C:14]=3[CH:13]=2)=[CH:3][C:2]([C:30]2[C:25]([F:24])=[N:26][CH:27]=[CH:28][CH:29]=2)=[CH:7][CH:6]=4)[CH2:35]1. Procedure details: The title compound was synthesized by steps analogous to those described in method A1 above, but using intermediate 15B, 2-fluoropyridin-3-ylboronic acid and 2-(5,6-dihydro-2H-pyran-3-yl)-4,4,5,5-tetramethyl-1,3,2-dioxaborolane. Starting materials: COC=1C=C(CN2C=C(C(C=C2)=O)C#N)C=CC1OC (1-(3,4-dimethoxybenzyl)-4-oxo-1,4-dihydro-pyridine-3-carbonitrile), [Li+].[Cl-] (LiCl), O=P(Cl)(Cl)Cl (POCl3). The product is ClC1=CC=NC=C1C#N (4-chloro-nicotinonitrile). Reaction SMILES: COC1C=C(C=CC=1OC)C[N:7]1[CH:12]=[CH:11][C:10](=O)[C:9]([C:14]#[N:15])=[CH:8]1.[Li+].[Cl-].O=P(Cl)(Cl)[Cl:25]>>[Cl:25][C:10]1[C:9]([C:14]#[N:15])=[CH:8][N:7]=[CH:12][CH:11]=1 |f:1.2|. Reported procedure: Alternatively, as shown in Scheme 3 below, the bisdimethylaminemethylene intermediate iii obtained by reaction of 3-oxo-butyronitrile ii with DMF-DMA can be reacted with 3,4-dimethoxybenzylamine at reflux in a solvent such as toluene to give 1-(3,4-dimethoxybenzyl)-4-oxo-1,4-dihydro-pyridine-3-carbonitrile viii. Reaction of viii with excess LiCl in refluxing POCl3 results in removal of the dimethoxybenzyl group and conversion to the corresponding 4-chloro-nicotinonitrile v. Reactants: N1=NN=CC=C1 (triazine), ClC1=NC(=NC(=N1)C1=CC=C(C=C1)OC1=CC=CC=C1)C1=CC=C(C=C1)OC1=CC=CC=C1 (2-chloro-4,6-bis(4-phenoxyphenyl)-1,3,5-triazine), C1=C(C=CC=C1O)C (m-cresol), [Al+3].[Cl-].[Cl-].[Cl-] (AlCl3). Solvent: ClC1=CC=CC=C1 (chlorobenzene). Conditions: temperature 70 celsius, time 4 hour. The product is OC1=C(C=CC(=C1)C)C1=NC(=NC(=N1)C1=CC=C(C=C1)OC1=CC=CC=C1)C1=CC=C(C=C1)OC1=CC=CC=C1 (2-(2-hydroxy-4-methylphenyl)-4,6-bis(4-phenoxyphenyl)-1,3,5-triazine). RXN SMILES: Cl[C:2]1[N:7]=[C:6]([C:8]2[CH:13]=[CH:12][C:11]([O:14][C:15]3[CH:20]=[CH:19][CH:18]=[CH:17][CH:16]=3)=[CH:10][CH:9]=2)[N:5]=[C:4]([C:21]2[CH:26]=[CH:25][C:24]([O:27][C:28]3[CH:33]=[CH:32][CH:31]=[CH:30][CH:29]=3)=[CH:23][CH:22]=2)[N:3]=1.[CH:34]1[C:39]([OH:40])=[CH:38][CH:37]=[CH:36][C:35]=1[CH3:41].[Al+3].[Cl-].[Cl-].[Cl-].N1C=CC=NN=1>ClC1C=CC=CC=1>[OH:40][C:39]1[CH:34]=[C:35]([CH3:41])[CH:36]=[CH:37][C:38]=1[C:2]1[N:7]=[C:6]([C:8]2[CH:13]=[CH:12][C:11]([O:14][C:15]3[CH:20]=[CH:19][CH:18]=[CH:17][CH:16]=3)=[CH:10][CH:9]=2)[N:5]=[C:4]([C:21]2[CH:26]=[CH:25][C:24]([O:27][C:28]3[CH:33]=[CH:32][CH:31]=[CH:30][CH:29]=3)=[CH:23][CH:22]=2)[N:3]=1 |f:2.3.4.5|. Procedure: A mixture of 0.9 gm of 2-chloro-4,6-bis(4-phenoxyphenyl)-1,3,5-triazine, 0.24 gm of m-cresol and 0.4 gm AlCl3 in 5 ml chlorobenzene was heated to 70° C. under nitrogen and efficient stirring. After about 4 hr at 70° C., the reaction mixture was analyzed by HPLC, which showed the formation of a new product, and almost disappearance of the starting triazine. The reaction mixture was cooled to room temperature and quenched with water. It was then extracted with methylene chloride, and the organic l... Reactants: ON=C(C)C1=C(C=C(C(=O)OC)C=C1)C (methyl 4-[N-hydroxyethanimidoyl]-3-methylbenzoate), Cl (hydrochloric acid). Reagents/catalysts: [Pd] (palladium on carbon). The solvent is CO (methanol). Conditions: time 8 hour. The product is Cl.NC(C)C1=C(C=C(C(=O)OC)C=C1)C (Methyl 4-(1-aminoethyl)-3-methylbenzoate hydrochloride). Yield: 99.8%. Reaction SMILES: O[N:2]=[C:3]([C:5]1[CH:14]=[CH:13][C:8]([C:9]([O:11][CH3:12])=[O:10])=[CH:7][C:6]=1[CH3:15])[CH3:4].[ClH:16]>CO.[Pd]>[ClH:16].[NH2:2][CH:3]([C:5]1[CH:14]=[CH:13][C:8]([C:9]([O:11][CH3:12])=[O:10])=[CH:7][C:6]=1[CH3:15])[CH3:4] |f:4.5|. Procedure: To a degassed solution of methyl 4-[N-hydroxyethanimidoyl]-3-methylbenzoate (0.348 g, 1.68 mmol) and 12.0 M aqueous hydrochloric acid (0.35 mL, 4.20 mmol) in methanol (15 mL) was added 10% palladium on carbon (0.11 g, 0.101 mmol). The reaction mixture was stirred under a balloon atmosphere of H2 overnight. All insolubles were then removed via filtration through celite and the filtrate was evaporated to dryness. The residue was redissolved in methanol/toluene and concentrated under reduced pressu... Starting materials: CC(=O)CC(C)C, ClCCCC(c1ccc(Cl)cc1)c1ccc(Cl)cc1, O=c1[nH]c2cc(Cl)ccc2n1C1CCNCC1, [Na+], [Na+], O=C([O-])[O-], O. The product is O=c1[nH]c2cc(Cl)ccc2n1C1CCN(CCCC(c2ccc(Cl)cc2)c2ccc(Cl)cc2)CC1. As a reaction SMILES: [CH3:43][CH:44]([CH3:45])[CH2:46][C:47](=[O:48])[CH3:49].[Cl:1][CH2:2][CH2:3][CH2:4][CH:5]([c:6]1[cH:7][cH:8][c:9]([Cl:12])[cH:10][cH:11]1)[c:13]1[cH:14][cH:15][c:16]([Cl:19])[cH:17][cH:18]1.[Cl:20][c:21]1[cH:22][c:23]2[c:24]([n:25]([CH:29]3[CH2:30][CH2:31][NH:32][CH2:33][CH2:34]3)[c:26](=[O:28])[nH:27]2)[cH:35][cH:36]1.[Na+:37].[Na+:38].[O-:39][C:40](=[O:41])[O-:42].[OH2:50]>>[CH2:2]([CH2:3][CH2:4][CH:5]([c:6]1[cH:7][cH:8][c:9]([Cl:12])[cH:10][cH:11]1)[c:13]1[cH:14][cH:15][c:16]([Cl:19])[cH:17][cH:18]1)[N:32]1[CH2:31][CH2:30][CH:29]([n:25]2[c:24]3[c:23]([cH:22][c:21]([Cl:20])[cH:36][cH:35]3)[nH:27][c:26]2=[O:28])[CH2:34][CH2:33]1.